From a dataset of the Open Reaction Database (ORD), a public repository of structured organic reaction records. describe an organic reaction: reactants, conditions, products, and yield Starting materials: CC(C)(C)[Si](OC1CCC(Nc2nc(-n3cnc4ccc(F)cc43)ncc2[N+](=O)[O-])c2cc(F)ccc21)(c1ccccc1)c1ccccc1, CCOC(C)=O, CO. Yields the product CC(C)(C)[Si](OC1CCC(Nc2nc(-n3cnc4ccc(F)cc43)ncc2N)c2cc(F)ccc21)(c1ccccc1)c1ccccc1. Reaction SMILES: [C:1]([CH3:2])([CH3:3])([CH3:4])[Si:5]([O:6][CH:7]1[CH2:8][CH2:9][CH:10]([NH:18][c:19]2[n:20][c:21](-[n:28]3[cH:29][n:30][c:31]4[c:32]3[cH:33][c:34]([F:37])[cH:35][cH:36]4)[n:22][cH:23][c:24]2[N+:25]([O-:26])=[O:27])[c:11]2[cH:12][c:13]([F:17])[cH:14][cH:15][c:16]21)([c:38]1[cH:39][cH:40][cH:41][cH:42][cH:43]1)[c:44]1[cH:45][cH:46][cH:47][cH:48][cH:49]1.[CH3:50][CH2:51][O:52][C:53]([CH3:54])=[O:55].[CH3:56][OH:57]>>[C:1]([CH3:2])([CH3:3])([CH3:4])[Si:5]([O:6][CH:7]1[CH2:8][CH2:9][CH:10]([NH:18][c:19]2[n:20][c:21](-[n:28]3[cH:29][n:30][c:31]4[c:32]3[cH:33][c:34]([F:37])[cH:35][cH:36]4)[n:22][cH:23][c:24]2[NH2:25])[c:11]2[cH:12][c:13]([F:17])[cH:14][cH:15][c:16]21)([c:38]1[cH:39][cH:40][cH:41][cH:42][cH:43]1)[c:44]1[cH:45][cH:46][cH:47][cH:48][cH:49]1. Starting materials: O (water), COC(CCCOC1=C(C=C(C=C1)C=O)OC)=O (4-(4-formyl-2-methoxyphenoxy)-butyric acid methyl ester), [N+](=O)(O)[O-] (HNO3). Solvent: C(C)(=O)OC(C)=O (acetic anhydride), CC(=O)OC(=O)C (Ac2O). Reaction conditions: time 2.5 hour. The product is COC(CCCOC1=C(C=C(C(=C1)[N+](=O)[O-])C=O)OC)=O (4-(4-formyl-2-methoxy-5-nitro-phenoxy)-butyric acid methyl ester). The yield is 62.0%. Reaction SMILES: [CH3:1][O:2][C:3](=[O:18])[CH2:4][CH2:5][CH2:6][O:7][C:8]1[CH:13]=[CH:12][C:11]([CH:14]=[O:15])=[CH:10][C:9]=1[O:16][CH3:17].[N+:19]([O-])([OH:21])=[O:20].O>C(OC(=O)C)(=O)C>[CH3:1][O:2][C:3](=[O:18])[CH2:4][CH2:5][CH2:6][O:7][C:8]1[CH:13]=[C:12]([N+:19]([O-:21])=[O:20])[C:11]([CH:14]=[O:15])=[CH:10][C:9]=1[O:16][CH3:17]. Reported procedure: A solution of the keto-ester (48)(20.00 g, 79.3 mmol) in acetic anhydride (80 mL) was added dropwise to a stirring solution of HNO3 (400 mL) and Ac2O (80 mL) at 0° C. After stirring for 2.5 hours the reaction mixture was poured into iced water (3 L) and allowed to stand at 4° C. for a further 16 hours. The precipitate was collected by filtration and dried under vacuum to provide the nitro compound (49) as a yellow crystalline solid (14.52 g, 62%). Melting Point 70-73° C. 1H NMR (250 MHz, CDCl3) ... The reactants are BrC1=C(C(=CN1)C(=O)OCC)C1=CC=C(C=C1)Cl (Ethyl 5-bromo-4-(p-chlorophenyl)pyrrole-3-carboxylate). Solvent: [OH-].[Na+] (sodium hydroxide). The product is BrC1=C(C(=CN1)C(=O)O)C1=CC=C(C=C1)Cl (5-bromo-4-(p-chlorophenyl)pyrrole-3-carboxylic acid). As a reaction SMILES: [Br:1][C:2]1[NH:6][CH:5]=[C:4]([C:7]([O:9]CC)=[O:8])[C:3]=1[C:12]1[CH:17]=[CH:16][C:15]([Cl:18])=[CH:14][CH:13]=1>[OH-].[Na+]>[Br:1][C:2]1[NH:6][CH:5]=[C:4]([C:7]([OH:9])=[O:8])[C:3]=1[C:12]1[CH:17]=[CH:16][C:15]([Cl:18])=[CH:14][CH:13]=1 |f:1.2|. Reported procedure: Ethyl 5-bromo-4-(p-chlorophenyl)pyrrole-3-carboxylate (15 g., 0.045 mmol) is added to 200 mL of 10% sodium hydroxide and the slurry heated to reflux. After everything appears to dissolve the mixture is refluxed an additional 40 minutes. The mixture is cooled, filtered and the filtrate acidified. The white precipitate (8.0 g,, 58%) is collected and dried. The solid has m.p. >205° C. and an NMR (d6 -DMSO) which showed a pyrrole proton at 7.52 (d). The mass spectrum is also consistent for a monobro... Reactants: CCOC(C(=O)N1C(=O)OCC1Cc1ccccc1)C(O)c1ccc(OCc2ccccc2)cc1F, C[O-], CO, [Na+]. The product is CCOC(C(=O)OC)C(O)c1ccc(OCc2ccccc2)cc1F. As a reaction SMILES: [CH2:1]([CH:2]1[CH2:3][O:4][C:5](=[O:6])[N:7]1[C:14]([CH:15]([CH:16]([OH:17])[c:18]1[c:19]([F:32])[cH:20][c:21]([O:24][CH2:25][c:26]2[cH:27][cH:28][cH:29][cH:30][cH:31]2)[cH:22][cH:23]1)[O:33][CH2:34][CH3:35])=[O:36])[c:8]1[cH:9][cH:10][cH:11][cH:12][cH:13]1.[CH3:37][O-:38].[CH3:40][OH:41].[Na+:39]>>[C:14]([CH:15]([CH:16]([OH:17])[c:18]1[c:19]([F:32])[cH:20][c:21]([O:24][CH2:25][c:26]2[cH:27][cH:28][cH:29][cH:30][cH:31]2)[cH:22][cH:23]1)[O:33][CH2:34][CH3:35])(=[O:36])[O:38][CH3:37]. The reactants are COC(=O)C1CC2CN1C(=O)C(C1CCCC1)NC(=O)OC1CCCC1CCCCCn1c(ccc(Br)c1=O)O2, O=C([O-])[O-], C1CCC(P(C2CCCCC2)C2CCCCC2)CC1, [Cs+], [Cs+], [K+], O=C(C=Cc1ccccc1)C=Cc1ccccc1, O=C(C=Cc1ccccc1)C=Cc1ccccc1, C1COCCO1, O=C(C=Cc1ccccc1)C=Cc1ccccc1, OB(O)c1ccccc1, [Pd], [Pd], O=S(=O)([O-])O. The product is COC(=O)C1CC2CN1C(=O)C(C1CCCC1)NC(=O)OC1CCCC1CCCCCn1c(ccc(-c3ccccc3)c1=O)O2. RXN SMILES: [Br:1][c:2]1[cH:3][cH:4][c:5]2[n:26]([c:27]1=[O:28])[CH2:25][CH2:24][CH2:23][CH2:22][CH2:21][CH:20]1[CH:16]([O:15][C:14](=[O:29])[NH:13][CH:12]([CH:30]3[CH2:31][CH2:32][CH2:33][CH2:34]3)[C:11](=[O:35])[N:10]3[CH:9]([C:37](=[O:38])[O:39][CH3:40])[CH2:8][CH:7]([O:6]2)[CH2:36]3)[CH2:17][CH2:18][CH2:19]1.[C:50](=[O:51])([O-:52])[O-:53].[CH:56]1([P:57]([CH:58]2[CH2:59][CH2:60][CH2:61][CH2:62][CH2:63]2)[CH:64]2[CH2:65][CH2:66][CH2:67][CH2:68][CH2:69]2)[CH2:70][CH2:71][CH2:72][CH2:73][CH2:74]1.[Cs+:54].[Cs+:55].[K+:80].[O:101]=[C:102]([CH:103]=[CH:104][c:105]1[cH:106][cH:107][cH:108][cH:109][cH:110]1)[CH:111]=[CH:112][c:113]1[cH:114][cH:115][cH:116][cH:117][cH:118]1.[O:119]=[C:120]([CH:121]=[CH:122][c:123]1[cH:124][cH:125][cH:126][cH:127][cH:128]1)[CH:129]=[CH:130][c:131]1[cH:132][cH:133][cH:134][cH:135][cH:136]1.[O:137]1[CH2:138][CH2:139][O:140][CH2:141][CH2:142]1.[O:83]=[C:84]([CH:85]=[CH:86][c:87]1[cH:88][cH:89][cH:90][cH:91][cH:92]1)[CH:93]=[CH:94][c:95]1[cH:96][cH:97][cH:98][cH:99][cH:100]1.[OH:41][B:42]([OH:43])[c:44]1[cH:45][cH:46][cH:47][cH:48][cH:49]1.[Pd:81].[Pd:82].[S:75](=[O:76])(=[O:77])([OH:78])[O-:79]>>[c:2]1(-[c:44]2[cH:45][cH:46][cH:47][cH:48][cH:49]2)[cH:3][cH:4][c:5]2[n:26]([c:27]1=[O:28])[CH2:25][CH2:24][CH2:23][CH2:22][CH2:21][CH:20]1[CH:16]([O:15][C:14](=[O:29])[NH:13][CH:12]([CH:30]3[CH2:31][CH2:32][CH2:33][CH2:34]3)[C:11](=[O:35])[N:10]3[CH:9]([C:37](=[O:38])[O:39][CH3:40])[CH2:8][CH:7]([O:6]2)[CH2:36]3)[CH2:17][CH2:18][CH2:19]1.